From a dataset of the Open Reaction Database (ORD), a public repository of structured organic reaction records. describe an organic reaction: reactants, conditions, products, and yield Yields the product ON(C=O)C(CS(=O)(=O)C1=CC=C(C=C1)C1=CC=C(C=C1)C(F)(F)F)C1=CC=C(C=C1)O ((±)-N-hydroxy-N-[1-(4-hydroxyphenyl)-2-[[4′-(trifluoromethyl)[1,1′-biphenyl]-4-yl]sulfonyl]ethyl]formamide). Conditions: temperature 0 celsius, time 3 hour. Procedure details: A suspension of Example 129 (186 mg, 0.366 mmol) in dichloromethane (20 mL) at −78° C. was treated with boranetrifluoride diethyl etherate (55.6 mL, 0.439 mmol), stirred at 0° C. for 3 hours and left at room temperature overnight, treated with water, extracted with ethyl acetate, dried (Na2SO4), filtered, concentrated and purified on silica gel with 80% ethyl acetate/hexanes to provide 45 mg (26%) of the title compound as an orange solid. Solvent: ClCCl (dichloromethane). The reactants are ON(C=O)C(CS(=O)(=O)C1=CC=C(C=C1)C1=CC=C(C=C1)C(F)(F)F)C1=CC=C(C=C1)OCOC ((±)-N-hydroxy-N-[1-[4-(methoxymethoxy)phenyl]-2-[[4′-(trifluoromethyl)[1,1′-biphenyl]-4-yl]sulfonyl]ethyl]formamide), O (water). RXN SMILES: [OH:1][N:2]([CH:5]([C:26]1[CH:31]=[CH:30][C:29]([O:32]COC)=[CH:28][CH:27]=1)[CH2:6][S:7]([C:10]1[CH:15]=[CH:14][C:13]([C:16]2[CH:21]=[CH:20][C:19]([C:22]([F:25])([F:24])[F:23])=[CH:18][CH:17]=2)=[CH:12][CH:11]=1)(=[O:9])=[O:8])[CH:3]=[O:4].O>ClCCl>[OH:1][N:2]([CH:5]([C:26]1[CH:27]=[CH:28][C:29]([OH:32])=[CH:30][CH:31]=1)[CH2:6][S:7]([C:10]1[CH:11]=[CH:12][C:13]([C:16]2[CH:21]=[CH:20][C:19]([C:22]([F:23])([F:24])[F:25])=[CH:18][CH:17]=2)=[CH:14][CH:15]=1)(=[O:9])=[O:8])[CH:3]=[O:4]. Yield: 26.4%. Reactants: C(CC(O)(C(=O)O)CC(=O)O)(=O)O (citric acid), FC(C=1C=C(CN(C2=C(CNC3=NC=C(C=N3)OCCCC(=O)OC(C)(C)C)C=C(C=C2)C(F)(F)F)CC)C=C(C1)C(F)(F)F)(F)F (tert-butyl 4-(2-{2-[(3,5-bis-trifluoromethyl-benzyl)-ethyl-amino]-5-trifluoromethyl-benzylamino}-pyrimidin-5-yloxy)-butyrate), Cl (hydrochloric acid), C([O-])(O)=O.[Na+] (sodium bicarbonate). Solvent: O1CCOCC1 (dioxane). Run at time 1 hour. Yields the product FC(C=1C=C(CN(C2=C(CNC3=NC=C(C=N3)OCCCC(=O)O)C=C(C=C2)C(F)(F)F)CC)C=C(C1)C(F)(F)F)(F)F (4-(2-{2-[(3,5-bis-trifluoromethyl-benzyl)-ethyl-amino]-5-trifluoromethyl-benzylamino}-pyrimidin-5-yloxy)-butyric acid). Yield: 61.0%. Reaction SMILES: [F:1][C:2]([F:47])([F:46])[C:3]1[CH:4]=[C:5]([CH:39]=[C:40]([C:42]([F:45])([F:44])[F:43])[CH:41]=1)[CH2:6][N:7]([CH2:37][CH3:38])[C:8]1[CH:32]=[CH:31][C:30]([C:33]([F:36])([F:35])[F:34])=[CH:29][C:9]=1[CH2:10][NH:11][C:12]1[N:17]=[CH:16][C:15]([O:18][CH2:19][CH2:20][CH2:21][C:22]([O:24]C(C)(C)C)=[O:23])=[CH:14][N:13]=1.Cl.C(=O)(O)[O-].[Na+].C(O)(=O)CC(CC(O)=O)(C(O)=O)O>O1CCOCC1>[F:45][C:42]([F:43])([F:44])[C:40]1[CH:39]=[C:5]([CH:4]=[C:3]([C:2]([F:1])([F:46])[F:47])[CH:41]=1)[CH2:6][N:7]([CH2:37][CH3:38])[C:8]1[CH:32]=[CH:31][C:30]([C:33]([F:35])([F:36])[F:34])=[CH:29][C:9]=1[CH2:10][NH:11][C:12]1[N:13]=[CH:14][C:15]([O:18][CH2:19][CH2:20][CH2:21][C:22]([OH:24])=[O:23])=[CH:16][N:17]=1 |f:2.3|. Reported procedure: To tert-butyl 4-(2-{2-[(3,5-bis-trifluoromethyl-benzyl)-ethyl-amino]-5-trifluoromethyl-benzylamino}-pyrimidin-5-yloxy)-butyrate (84 mg) is added a 4N-hydrochloric acid in dioxane (1.5 ml), and the mixture is stirred at room temperature for 1 hour. The reaction mixture is neutralized with a saturated aqueous sodium bicarbonate solution and made weakly acidic with 10% aqueous citric acid solution, and the mixture is extracted with ethyl acetate. The organic layer is washed with a saturated brine, ... Starting materials: BrC1=CC=CC(=N1)C1=NC=CC=C1 (6-bromo-2,2′-bipyridyl), dichloro(tetramethylethylenediamine)zinc(II), CCCCCC (hexane), C(CCC)[Li] (butyl lithium), C1(=CC=C(C=C1)C1=NC(=NC(=N1)C1=CC=C(C=C1)C1=CC=CC=C1)C1=CC=C(C=C1)Br)C1=CC=CC=C1 (2,4-bis(4-biphenylyl)-6-(4-bromophenyl)-1,3,5-triazine). The reagents and catalysts are C=1C=CC(=CC1)[P](C=2C=CC=CC2)(C=3C=CC=CC3)[Pd]([P](C=4C=CC=CC4)(C=5C=CC=CC5)C=6C=CC=CC6)([P](C=7C=CC=CC7)(C=8C=CC=CC8)C=9C=CC=CC9)[P](C=1C=CC=CC1)(C=1C=CC=CC1)C=1C=CC=CC1 (tetrakis(triphenylphosphine)palladium(0)). Solvent: O1CCCC1 (tetrahydrofuran), O1CCCC1 (tetrahydrofuran). Reaction conditions: temperature -78 celsius, time 15 minute. The product is C1(=CC=C(C=C1)C1=NC(=NC(=N1)C1=CC=C(C=C1)C1=CC=CC=C1)C1=CC=C(C=C1)C1=CC=CC(=N1)C1=NC=CC=C1)C1=CC=CC=C1 (6-{4-[4,6-bis(4-biphenylyl)-1,3,5-triazin-2-yl]phenyl}-2,2′-bipyridyl). Yield: 67.2%. As a reaction SMILES: CCCCCC.C([Li])CCC.[C:12]1([C:43]2[CH:48]=[CH:47][CH:46]=[CH:45][CH:44]=2)[CH:17]=[CH:16][C:15]([C:18]2[N:23]=[C:22]([C:24]3[CH:29]=[CH:28][C:27]([C:30]4[CH:35]=[CH:34][CH:33]=[CH:32][CH:31]=4)=[CH:26][CH:25]=3)[N:21]=[C:20]([C:36]3[CH:41]=[CH:40][C:39](Br)=[CH:38][CH:37]=3)[N:19]=2)=[CH:14][CH:13]=1.Br[C:50]1[N:55]=[C:54]([C:56]2[CH:61]=[CH:60][CH:59]=[CH:58][N:57]=2)[CH:53]=[CH:52][CH:51]=1>C1C=CC([P]([Pd]([P](C2C=CC=CC=2)(C2C=CC=CC=2)C2C=CC=CC=2)([P](C2C=CC=CC=2)(C2C=CC=CC=2)C2C=CC=CC=2)[P](C2C=CC=CC=2)(C2C=CC=CC=2)C2C=CC=CC=2)(C2C=CC=CC=2)C2C=CC=CC=2)=CC=1.O1CCCC1>[C:12]1([C:43]2[CH:48]=[CH:47][CH:46]=[CH:45][CH:44]=2)[CH:17]=[CH:16][C:15]([C:18]2[N:23]=[C:22]([C:24]3[CH:29]=[CH:28][C:27]([C:30]4[CH:35]=[CH:34][CH:33]=[CH:32][CH:31]=4)=[CH:26][CH:25]=3)[N:21]=[C:20]([C:36]3[CH:41]=[CH:40][C:39]([C:58]4[N:57]=[C:56]([C:54]5[CH:53]=[CH:52][CH:51]=[CH:50][N:55]=5)[CH:61]=[CH:60][CH:59]=4)=[CH:38][CH:37]=3)[N:19]=2)=[CH:14][CH:13]=1 |^1:65,67,86,105|. Procedure: Under a stream of argon, 2.1 ml of a hexane solution containing 3.3 mmol of butyl lithium was slowly added to 70 ml of tetrahydrofuran cooled to −78° C. in which 1.62 g of 2,4-bis(4-biphenylyl)-6-(4-bromophenyl)-1,3,5-triazine obtained in Reference Example 3 had been dissolved. After stirring at −78° C. for 15 minutes, 0.91 g of dichloro(tetramethylethylenediamine)zinc(II) was added thereto and stirred at −78° C. for 10 minutes and then at room temperature for 2 hours. A 20 ml portion of tetrahy... As a reaction SMILES: [NH2:1][c:2]1[c:3]([CH3:11])[cH:4][c:5]([N+:8](=[O:9])[O-:10])[cH:6][cH:7]1.[Na+:12].[Na+:13].[O-:14][C:15](=[O:16])[O-:17].[OH2:29].[c:18]1([CH3:28])[cH:19][cH:20][c:21]([S:24](=[O:25])(=[O:26])[Cl:27])[cH:22][cH:23]1>>[NH:1]([c:2]1[c:3]([CH3:11])[cH:4][c:5]([N+:8](=[O:9])[O-:10])[cH:6][cH:7]1)[S:24]([c:21]1[cH:20][cH:19][c:18]([CH3:28])[cH:23][cH:22]1)(=[O:25])=[O:26]. Reactants: Cc1cc([N+](=O)[O-])ccc1N, [Na+], [Na+], O=C([O-])[O-], O, Cc1ccc(S(=O)(=O)Cl)cc1. Yields the product Cc1ccc(S(=O)(=O)Nc2ccc([N+](=O)[O-])cc2C)cc1. Reactants: CN(C)C=O, COCCl, CCOC(C)=O, [H-], [Na+], O, Oc1ccccc1I. The product is COCOc1ccccc1I. As a reaction SMILES: [CH3:11][N:12]([CH3:13])[CH:14]=[O:15].[CH3:16][O:17][CH2:18][Cl:19].[CH3:20][CH2:21][O:22][C:23](=[O:24])[CH3:25].[H-:1].[Na+:2].[OH2:26].[OH:3][c:4]1[cH:5][cH:6][cH:7][cH:8][c:9]1[I:10]>>[O:3]([c:4]1[cH:5][cH:6][cH:7][cH:8][c:9]1[I:10])[CH2:18][O:17][CH3:16]. The reactants are C(C)O\C=C/C=1C=NC2=C(N=C3C(=C2C1)C=CC(=C3)C)N ((Z)-2-(2-ethoxyvinyl)-8-methylbenzo[f][1,7]naphthyridin-5-amine), Cl (HCl), C(=O)(O)[O-].[Na+] (NaHCO3), [Li+].[B-](CC)(CC)CC (super hydride), C1CCOC1 (THF). The solvent is O1CCOCC1 (dioxane). Run at temperature 60 celsius, time 8 hour. Yields the product NC1=NC2=C(C=3C=C(C=NC13)CCO)C=CC(=C2)C (2-(5-amino-8-methylbenzo[f][1,7]naphthyridin-2-yl)ethanol). RXN SMILES: C([O:3]/[CH:4]=[CH:5]\[C:6]1[CH:7]=[N:8][C:9]2[C:14]([CH:15]=1)=[C:13]1[CH:16]=[CH:17][C:18]([CH3:20])=[CH:19][C:12]1=[N:11][C:10]=2[NH2:21])C.Cl.C([O-])(O)=O.[Na+].[Li+].[B-](CC)(CC)CC.C1COCC1>O1CCOCC1>[NH2:21][C:10]1[C:9]2[N:8]=[CH:7][C:6]([CH2:5][CH2:4][OH:3])=[CH:15][C:14]=2[C:13]2[CH:16]=[CH:17][C:18]([CH3:20])=[CH:19][C:12]=2[N:11]=1 |f:2.3,4.5,^1:28|. Procedure: A solution of (Z)-2-(2-ethoxyvinyl)-8-methylbenzo[f][1,7]naphthyridin-5-amine (from the previous step) in a mixture of 2:5 conc. HCl and dioxane (0.1 M) was heated at 60° C. overnight. Upon cooling down to rt, the reaction mixture was treated with excess NaHCO3 saturated solution, followed by extraction with EtOAc. Combined organic extracts were concentrated and was taken up in THF (0.2 M), and was treated with 1 N super hydride solution in THF (10 eq.) at 0° C. The reaction mixture was allowed ... Reactants: CCOC(=O)C=Cc1cn(Cc2ccccc2)nc1OCc1ccc(OCc2nc(-c3ccco3)oc2C)c(OC)c1, CCO, Cl, [Na+], C1CCOC1, [OH-], O. The product is COc1cc(COc2nn(Cc3ccccc3)cc2C=CC(=O)O)ccc1OCc1nc(-c2ccco2)oc1C. As a reaction SMILES: [CH2:1]([c:2]1[cH:3][cH:4][cH:5][cH:6][cH:7]1)[n:8]1[n:9][c:10]([O:20][CH2:21][c:22]2[cH:23][c:24]([O:41][CH3:42])[c:25]([O:28][CH2:29][c:30]3[n:31][c:32](-[c:36]4[o:37][cH:38][cH:39][cH:40]4)[o:33][c:34]3[CH3:35])[cH:26][cH:27]2)[c:11]([CH:13]=[CH:14][C:15](=[O:16])[O:17][CH2:18][CH3:19])[cH:12]1.[CH3:52][CH2:53][OH:54].[ClH:50].[Na+:49].[O:43]1[CH2:44][CH2:45][CH2:46][CH2:47]1.[OH-:48].[OH2:51]>>[CH2:1]([c:2]1[cH:3][cH:4][cH:5][cH:6][cH:7]1)[n:8]1[n:9][c:10]([O:20][CH2:21][c:22]2[cH:23][c:24]([O:41][CH3:42])[c:25]([O:28][CH2:29][c:30]3[n:31][c:32](-[c:36]4[o:37][cH:38][cH:39][cH:40]4)[o:33][c:34]3[CH3:35])[cH:26][cH:27]2)[c:11]([CH:13]=[CH:14][C:15](=[O:16])[OH:17])[cH:12]1. Reactants: N1C[C@@H](CCC1)N1C(=NC2=C1C=CC=C2)[C@H](C)NC2=C1N=CNC1=NC=N2 ([(S)-1-((R)-1-Piperidin-3-yl-1H-benzoimidazol-2-yl)ethyl]-(9H-purin-6-yl)amine), BrCC(=O)N (2-bromo-acetamide), CCN(C(C)C)C(C)C (DIPEA). The solvent is IMS. Reaction conditions: temperature 70 celsius, time 20 hour. The product is N1=CN=C2NC=NC2=C1N[C@@H](C)C1=NC2=C(N1[C@H]1CN(CCC1)CC(=O)N)C=CC=C2 (2-((R)-3-(2-((S)-1-(9H-purin-6-ylamino)ethyl)-1H-benzo[d]imidazol-1-yl)piperidin-1-yl)acetamide). RXN SMILES: [NH:1]1[CH2:6][CH2:5][CH2:4][C@@H:3]([N:7]2[C:11]3[CH:12]=[CH:13][CH:14]=[CH:15][C:10]=3[N:9]=[C:8]2[C@@H:16]([NH:18][C:19]2[N:27]=[CH:26][N:25]=[C:24]3[C:20]=2[N:21]=[CH:22][NH:23]3)[CH3:17])[CH2:2]1.Br[CH2:29][C:30]([NH2:32])=[O:31].CCN(C(C)C)C(C)C>>[N:27]1[C:19]([NH:18][C@H:16]([C:8]2[N:7]([C@@H:3]3[CH2:4][CH2:5][CH2:6][N:1]([CH2:29][C:30]([NH2:32])=[O:31])[CH2:2]3)[C:11]3[CH:12]=[CH:13][CH:14]=[CH:15][C:10]=3[N:9]=2)[CH3:17])=[C:20]2[C:24]([NH:23][CH:22]=[N:21]2)=[N:25][CH:26]=1. Procedure: A mixture of [(S)-1-((R)-1-piperidin-3-yl-1H-benzoimidazol-2-yl)ethyl]-(9H-purin-6-yl)amine from Example 16 (150 mg, 0.414 mmol), 2-bromo-acetamide (57 mg, 0.414 mmol) and DIPEA (215 mL, 1.24 mmol) in IMS (2 mL) was stirred in a sealed vial at 70° C. for 20 h. After cooling to RT, volatiles were removed under reduced pressure and the resulting residue was purified by column chromatography (Si—PCC, gradient 0-15% 2M NH3/MeOH in DCM). The product containing fractions were concentrated in vacuo and... The reactants are CCOC(=O)C1CN(C(C)=O)CCC1NS(=O)(=O)c1ccc(OCc2cc(C)nc3ccccc23)cc1, C1COCCO1, Cl. The product is CC(=O)N1CCC(NS(=O)(=O)c2ccc(OCc3cc(C)nc4ccccc34)cc2)C(C(=O)O)C1. As a reaction SMILES: [CH2:1]([CH3:2])[O:3][C:4](=[O:5])[CH:6]1[CH2:7][N:8]([C:35]([CH3:36])=[O:37])[CH2:9][CH2:10][CH:11]1[NH:12][S:13](=[O:14])(=[O:15])[c:16]1[cH:17][cH:18][c:19]([O:22][CH2:23][c:24]2[cH:25][c:26]([CH3:34])[n:27][c:28]3[cH:29][cH:30][cH:31][cH:32][c:33]23)[cH:20][cH:21]1.[CH2:39]1[O:40][CH2:41][CH2:42][O:43][CH2:44]1.[ClH:38]>>[O:3]=[C:4]([OH:5])[CH:6]1[CH2:7][N:8]([C:35]([CH3:36])=[O:37])[CH2:9][CH2:10][CH:11]1[NH:12][S:13](=[O:14])(=[O:15])[c:16]1[cH:17][cH:18][c:19]([O:22][CH2:23][c:24]2[cH:25][c:26]([CH3:34])[n:27][c:28]3[cH:29][cH:30][cH:31][cH:32][c:33]23)[cH:20][cH:21]1.